Dataset: the Open Reaction Database (ORD), a public repository of structured organic reaction records. Task: describe an organic reaction: reactants, conditions, products, and yield Reactants: ClC1=NC=CC=C1NC(OC(C)(C)C)=O (tert-butyl (2-chloropyridin-3-yl)carbamate), CN(C)CCN(C)C (TMEDA), solution, C(CCC)[Li] (n-butyllithium), C1CCOC1 (THF), [NH4+].[Cl-] (NH4Cl). Run in CN(C)C=O (DMF), CCCCCC (hexane), CCOC(=O)C (EtOAc). Conditions: temperature -10 celsius, time 1 hour. Yields the product ClC1=NC=CC(=C1NC(OC(C)(C)C)=O)C=O (tert-butyl (2-chloro-4-formylpyridin-3-yl)carbamate). RXN SMILES: [Cl:1][C:2]1[C:7]([NH:8][C:9](=[O:15])[O:10][C:11]([CH3:14])([CH3:13])[CH3:12])=[CH:6][CH:5]=[CH:4][N:3]=1.CN(CCN(C)C)C.C([Li])CCC.[NH4+].[Cl-].C1C[O:34][CH2:33]C1>CCCCCC.CCOC(C)=O.CN(C=O)C>[Cl:1][C:2]1[C:7]([NH:8][C:9](=[O:15])[O:10][C:11]([CH3:12])([CH3:14])[CH3:13])=[C:6]([CH:33]=[O:34])[CH:5]=[CH:4][N:3]=1 |f:3.4|. Procedure: To a solution of tert-butyl (2-chloropyridin-3-yl)carbamate (7-2) (3.01 g, 13.2 mmol) and TMEDA (3.37 g, 29 mmol) in THF (50 mL) at −78° C. was added a 2.5 M solution of n-butyllithium in hexane (11.6 mL) dropwise over 10 minutes and the mixture was stirred for 1 hour. The mixture was warmed up to −10° C. and then cooled to −78° C. DMF (3.06 mL) was added to the mixture and then the mixture was warmed to ambient temperature over 3 hours. Saturated aq. NH4Cl and EtOAc were added to the mixture an... The reactants are C(C1=CC=CC=C1)OC[C@@H]1N(C[C@H](N(C1)C(=O)OC(C)(C)C)CC(C)C)S(=O)(=O)C1=CC=C(C=C1)OC ((2R,5R)-2-benzyloxymethyl-4-(tert-butoxycarbonyl)-1-(4-methoxybenzenesulfonyl)-5-(2-methylpropyl)piperazine). The reagents and catalysts are [OH-].[OH-].[Pd+2] (Palladium hydroxide on carbon). The solvent is CO (MeOH), [H][H] (hydrogen). The product is C(C)(C)(C)OC(=O)N1C[C@@H](N(C[C@H]1CC(C)C)S(=O)(=O)C1=CC=C(C=C1)OC)CO ((2R,5R)-4-(tert-butoxycarbonyl)-2-hydroxymethyl-1-(4-methoxybenzenesulfonyl)-5-(2-methylpropyl)piperazine). The yield is 99.7%. As a reaction SMILES: C([O:8][CH2:9][C@H:10]1[CH2:15][N:14]([C:16]([O:18][C:19]([CH3:22])([CH3:21])[CH3:20])=[O:17])[C@H:13]([CH2:23][CH:24]([CH3:26])[CH3:25])[CH2:12][N:11]1[S:27]([C:30]1[CH:35]=[CH:34][C:33]([O:36][CH3:37])=[CH:32][CH:31]=1)(=[O:29])=[O:28])C1C=CC=CC=1>CO.[H][H].[OH-].[OH-].[Pd+2]>[C:19]([O:18][C:16]([N:14]1[C@H:13]([CH2:23][CH:24]([CH3:26])[CH3:25])[CH2:12][N:11]([S:27]([C:30]2[CH:35]=[CH:34][C:33]([O:36][CH3:37])=[CH:32][CH:31]=2)(=[O:29])=[O:28])[C@@H:10]([CH2:9][OH:8])[CH2:15]1)=[O:17])([CH3:22])([CH3:20])[CH3:21] |f:3.4.5|. Procedure details: Palladium hydroxide on carbon (700 mg) was added to a solution of (2R,5R)-2-benzyloxymethyl-4-(tert-butoxycarbonyl)-1-(4-methoxybenzenesulfonyl)-5-(2-methylpropyl)piperazine (6.4 g) in MeOH (60 ml), and the mixture was hydrogenated in hydrogen at 3.5 atm for 4 hours at ambient temperature. The catalyst was removed by filtration through a celite pad and the filtrate was washed with MeOH. The filtrate and combined washings were concentrated in vacuo to give 5.3 g of (2R,5R)-4-(tert-butoxycarbonyl)... Conditions: time 8 hour. RXN SMILES: [NH:1]1[C:9]2[C:4](=[C:5]([O:10][C:11]3[CH:19]=[C:18]([N:20]4[CH2:25][CH2:24][N:23]([CH:26]([C:28]5[CH:33]=[CH:32][CH:31]=[CH:30][C:29]=5[C:34]5[CH:39]=[CH:38][C:37]([Cl:40])=[CH:36][CH:35]=5)[CH3:27])[CH2:22][CH2:21]4)[CH:17]=[CH:16][C:12]=3[C:13](O)=[O:14])[CH:6]=[CH:7][CH:8]=2)[CH:3]=[CH:2]1.[N+:41]([C:44]1[CH:45]=[C:46]([S:58]([NH2:61])(=[O:60])=[O:59])[CH:47]=[CH:48][C:49]=1[NH:50][CH2:51][CH:52]1[CH2:57][CH2:56][O:55][CH2:54][CH2:53]1)([O-:43])=[O:42].Cl.C(N=C=NCCCN(C)C)C>CN(C)C1C=CN=CC=1.ClCCl>[Cl:40][C:37]1[CH:36]=[CH:35][C:34]([C:29]2[CH:30]=[CH:31][CH:32]=[CH:33][C:28]=2[CH:26]([N:23]2[CH2:22][CH2:21][N:20]([C:18]3[CH:17]=[CH:16][C:12]([C:13]([NH:61][S:58]([C:46]4[CH:47]=[CH:48][C:49]([NH:50][CH2:51][CH:52]5[CH2:53][CH2:54][O:55][CH2:56][CH2:57]5)=[C:44]([N+:41]([O-:43])=[O:42])[CH:45]=4)(=[O:59])=[O:60])=[O:14])=[C:11]([O:10][C:5]4[CH:6]=[CH:7][CH:8]=[C:9]5[C:4]=4[CH:3]=[CH:2][NH:1]5)[CH:19]=3)[CH2:25][CH2:24]2)[CH3:27])=[CH:39][CH:38]=1 |f:2.3|. The product is ClC1=CC=C(C=C1)C1=C(C=CC=C1)C(C)N1CCN(CC1)C1=CC(=C(C(=O)NS(=O)(=O)C2=CC(=C(C=C2)NCC2CCOCC2)[N+](=O)[O-])C=C1)OC1=C2C=CNC2=CC=C1 (4-(4-(1-(4′-chloro-1,1′-biphenyl-2-yl)ethyl)piperazin-1-yl)-2-(1H-indol-4-yloxy)-N-((3-nitro-4-((tetrahydro-2H-pyran-4-ylmethyl)amino)phenyl)sulfonyl)benzamide). Reagents/catalysts: CN(C1=CC=NC=C1)C (4-dimethylaminopyridine). Procedure details: To a mixture of EXAMPLE 175E (66 mg), 3-nitro-4-((tetrahydro-2H-pyran-4-yl)methylamino)benzenesulfonamide (75 mg) and 4-dimethylaminopyridine (58.4 mg) in dichloromethane (5 mL) was added 1-ethyl-3-[3-(dimethylamino)propyl]-carbodiimide hydrochloride (45.8 mg). The mixture was stirred at ambient temperature overnight and concentrated. The concentrate was purified by RP HPLC (10-70% acetonitrile in 0.1% trifluoroacetic acid water/70 minutes). The desired fractions were concentrated to remove acet... Run in ClCCl (dichloromethane). The reactants are N1C=CC2=C(C=CC=C12)OC1=C(C(=O)O)C=CC(=C1)N1CCN(CC1)C(C)C1=C(C=CC=C1)C1=CC=C(C=C1)Cl (2-(1H-indol-4-yloxy)-4-(4-(1-(4′-chlorobiphenyl-2-yl)ethyl)piperazin-1-yl)benzoic acid), [N+](=O)([O-])C=1C=C(C=CC1NCC1CCOCC1)S(=O)(=O)N (3-nitro-4-((tetrahydro-2H-pyran-4-yl)methylamino)benzenesulfonamide), Cl.C(C)N=C=NCCCN(C)C (1-ethyl-3-[3-(dimethylamino)propyl]-carbodiimide hydrochloride).